From a dataset of the Open Reaction Database (ORD), a public repository of structured organic reaction records. describe an organic reaction: reactants, conditions, products, and yield Reactants: CP1(=O)C=CCC1, COPO, C. The product is COP(C)(=O)C1CCCP1(C)=O. RXN SMILES: [CH3:1][P:2]1(=[O:7])[CH:3]=[CH:4][CH2:5][CH2:6]1.[CH3:8][O:9][PH:10][OH:11].[CH4:12]>>[CH3:1][P:2]1(=[O:7])[CH:3]([P:10]([O:9][CH3:8])(=[O:11])[CH3:12])[CH2:4][CH2:5][CH2:6]1. As a reaction SMILES: [CH3:1][O:2][C:3](=[O:15])[CH2:4][NH:5][C:6]([C:8]1[CH:13]=[CH:12][N:11]=[CH:10][C:9]=1[NH2:14])=[O:7].[C:16](N1C=CN=C1)(N1C=CN=C1)=[O:17].N12CCCN=C1CCCCC2>O1CCCC1>[CH3:1][O:2][C:3](=[O:15])[CH2:4][N:5]1[C:6](=[O:7])[C:8]2[CH:13]=[CH:12][N:11]=[CH:10][C:9]=2[NH:14][C:16]1=[O:17]. Isolated yield 88.9%. Procedure details: To a solution of 100 mg of [(3-amino-pyridine-4-carbonyl)-amino]-acetic acid methyl ester in tetrahydrofuran (4.5 mL) is added 194 mg of 1,1′-carbonyldiimidazole and 0.18 mL of 1,8-diazabicyclo[5.4.0]undec-7-ene at room temperature and the mixture is stirred at the same temperature for 2 h. Then the solvent is removed under vacuum and the residue is purified by flash chromatography on silica gel to give 100 mg (89%) of (2,4-dioxo-1,4-dihydro-2H-pyrido[3,4-d]pyrimidin-3-yl)-acetic acid methyl est... The reactants are COC(CNC(=O)C1=C(C=NC=C1)N)=O ([(3-amino-pyridine-4-carbonyl)-amino]-acetic acid methyl ester), C(=O)(N1C=NC=C1)N1C=NC=C1 (1,1′-carbonyldiimidazole), N12CCCCCC2=NCCC1 (1,8-diazabicyclo[5.4.0]undec-7-ene). The solvent is O1CCCC1 (tetrahydrofuran). Product: COC(CN1C(NC2=C(C1=O)C=CN=C2)=O)=O ((2,4-dioxo-1,4-dihydro-2H-pyrido[3,4-d]pyrimidin-3-yl)-acetic acid methyl ester). Run at time 2 hour. Starting materials: COc1ccc(P2(=S)SP(=S)(c3ccc(OC)cc3)S2)cc1, COC1(c2cc(F)cc(OCc3ccc4c(c3)CCC(=O)N4C)c2)CCOCC1. Yields the product COC1(c2cc(F)cc(OCc3ccc4c(c3)CCC(=S)N4C)c2)CCOCC1. As a reaction SMILES: [CH3:30][O:31][c:32]1[cH:33][cH:34][c:35]([P:36]2(=[S:39])[S:37][P:38]([c:40]3[cH:41][cH:42][c:43]([O:44][CH3:45])[cH:46][cH:47]3)(=[S:48])[S:49]2)[cH:50][cH:51]1.[F:1][c:2]1[cH:3][c:4]([O:16][CH2:17][c:18]2[cH:19][c:20]3[c:25]([cH:26][cH:27]2)[N:24]([CH3:28])[C:23](=[O:29])[CH2:22][CH2:21]3)[cH:5][c:6]([C:8]2([O:14][CH3:15])[CH2:9][CH2:10][O:11][CH2:12][CH2:13]2)[cH:7]1>>[F:1][c:2]1[cH:3][c:4]([O:16][CH2:17][c:18]2[cH:19][c:20]3[c:25]([cH:26][cH:27]2)[N:24]([CH3:28])[C:23](=[S:39])[CH2:22][CH2:21]3)[cH:5][c:6]([C:8]2([O:14][CH3:15])[CH2:9][CH2:10][O:11][CH2:12][CH2:13]2)[cH:7]1. Starting materials: C(C)(C)(C)N1N=C(C=2C1=NC=NC2N)C2=CC(=CC=C2)[N+](=O)[O-] (1-tert-butyl-3-(3-nitrophenyl)-1H-pyrazolo[3,4-d]pyrimidin-4-amine). The solvent is C(=O)O (formic acid), Cl (HCl). Product: [N+](=O)([O-])C=1C=C(C=CC1)C1=NNC2=NC=NC(=C21)N (3-(3-nitrophenyl)-1H-pyrazolo[3,4-d]pyrimidin-4-amine). Reaction SMILES: C([N:5]1[C:9]2=[N:10][CH:11]=[N:12][C:13]([NH2:14])=[C:8]2[C:7]([C:15]2[CH:20]=[CH:19][CH:18]=[C:17]([N+:21]([O-:23])=[O:22])[CH:16]=2)=[N:6]1)(C)(C)C>C(O)=O.Cl>[N+:21]([C:17]1[CH:16]=[C:15]([C:7]2[C:8]3[C:9](=[N:10][CH:11]=[N:12][C:13]=3[NH2:14])[NH:5][N:6]=2)[CH:20]=[CH:19][CH:18]=1)([O-:23])=[O:22]. Reported procedure: 1-tert-butyl-3-(3-nitrophenyl)-1H-pyrazolo[3,4-d]pyrimidin-4-amine (23 mg, 0.055 mmol) was dissolved in a solution of formic acid (5 mL) and conc. HCl (0.1 mL) and heated to reflux for 2 hours. Reaction was concentrated in vacuo and purified by RP-HPLC (MeCN:H2O:0.1% TFA). ESI-MS (M+H)+ m/z calcd 257.1, found 257.3. Reactants: Cl (hydrochloric acid), C1(=CC=CC=C1)C (toluene), [H-].C(C(C)C)[Al+]CC(C)C (diisobutylaluminum hydride), S1C=C(C=C1)/C=C/C=C/C(=O)OC (methyl (E,E)-5-(3-thienyl)-2,4-pentadienoate). The solvent is C(C)(=O)OCC (ethyl acetate), O (Water), O1CCCC1 (tetrahydrofuran). Yields the product S1C=C(C=C1)/C=C/C=C/CO ((E,E)-5-(3-thienyl)-2,4-pentadien-1-ol). The yield is 101.6%. Reaction SMILES: [S:1]1[CH:5]=[CH:4][C:3](/[CH:6]=[CH:7]/[CH:8]=[CH:9]/[C:10](OC)=[O:11])=[CH:2]1.C1(C)C=CC=CC=1.[H-].C([Al+]CC(C)C)C(C)C.Cl>O1CCCC1.C(OCC)(=O)C.O>[S:1]1[CH:5]=[CH:4][C:3](/[CH:6]=[CH:7]/[CH:8]=[CH:9]/[CH2:10][OH:11])=[CH:2]1 |f:2.3|. Procedure details: 46 mg of methyl (E,E)-5-(3-thienyl)-2,4-pentadienoate was dissolved in 1 ml of tetrahydrofuran, and 0.59 ml of a 1M toluene solution of diisobutylaluminum hydride was added dropwise at -40° C. Water, 0.6 ml of 1N hydrochloric acid and ethyl acetate were added to the solution , and the organic layer separated was worked up in a customary manner to give 40 mg of (E,E)-5-(3-thienyl)-2,4-pentadien-1-ol as a colorless oil. The reactants are O (water), N1=CC=CC2=CC(=CC=C12)\C=C/1\C(NC(S1)=S)=O (5-[1-quinolin-6-yl-meth-(Z)-ylidene]-2-thioxo-thiazolidin-4-one), IC (iodomethane), C(C)(C)N(C(C)C)CC (DIEA). Run in C(C)O (ethanol). Reaction conditions: time 12 hour. Product: CSC=1S\C(\C(N1)=O)=C/C=1C=C2C=CC=NC2=CC1 (2-methylsulfanyl-5-[1-quinolin-6-yl-meth-(Z)-ylidene]-thiazol-4-one). The yield is 81.6%. Reaction SMILES: [N:1]1[C:10]2[C:5](=[CH:6][C:7](/[CH:11]=[C:12]3/[C:13](=[O:18])[NH:14][C:15](=[S:17])[S:16]/3)=[CH:8][CH:9]=2)[CH:4]=[CH:3][CH:2]=1.IC.[CH:21](N(CC)C(C)C)(C)C.O>C(O)C>[CH3:21][S:17][C:15]1[S:16]/[C:12](=[CH:11]\[C:7]2[CH:6]=[C:5]3[C:10](=[CH:9][CH:8]=2)[N:1]=[CH:2][CH:3]=[CH:4]3)/[C:13](=[O:18])[N:14]=1. Reported procedure: The suspension of 5-[1-quinolin-6-yl-meth-(Z)-ylidene]-2-thioxo-thiazolidin-4-one (10.2 g, 37.5 mmol), iodomethane (4.65 mL, 75 mmol) and DIEA (N,N-diisopropylethylamine) (9.8 mL, 56.3 mmol) in anhydrous ethanol (100 mL) was stirred at room temperature for 12 h. After adding water (200 mL), the solid was collected by filtration, washed with water and dried to obtain 2-methylsulfanyl-5-[1-quinolin-6-yl-meth-(Z)-ylidene]-thiazol-4-one (8.76 g, 82%) as a grey solid. LC-MS m/e 287 (MH+).